The task is: describe an organic reaction: reactants, conditions, products, and yield. This data is from the Open Reaction Database (ORD), a public repository of structured organic reaction records. Starting materials: CCOC(C)=O, [H][H], CCOc1cnc(-c2ccc(C=CCCCO)cc2)nc1, [Pd]. Product: CCOc1cnc(-c2ccc(CCCCCO)cc2)nc1. Reaction SMILES: [CH3:25][CH2:26][O:27][C:28](=[O:29])[CH3:30].[H:22][H:23].[OH:1][CH2:2][CH2:3][CH2:4][CH:5]=[CH:6][c:7]1[cH:8][cH:9][c:10](-[c:13]2[n:14][cH:15][c:16]([O:19][CH2:20][CH3:21])[cH:17][n:18]2)[cH:11][cH:12]1.[Pd:24]>>[OH:1][CH2:2][CH2:3][CH2:4][CH2:5][CH2:6][c:7]1[cH:8][cH:9][c:10](-[c:13]2[n:14][cH:15][c:16]([O:19][CH2:20][CH3:21])[cH:17][n:18]2)[cH:11][cH:12]1. Reactants: CCNCC, CCOCC, C#CCOCCOCCOC, COc1ccc2c(Cc3c(Cl)cncc3Cl)nncc2c1OS(=O)(=O)C(F)(F)F, [Cu]I. The product is COCCOCCOCC#Cc1c(OC)ccc2c(Cc3c(Cl)cncc3Cl)nncc12. As a reaction SMILES: [CH2:41]([NH:42][CH2:43][CH3:44])[CH3:45].[CH2:46]([O:47][CH2:48][CH3:49])[CH3:50].[CH3:1][O:2][CH2:3][CH2:4][O:5][CH2:6][CH2:7][O:8][CH2:9][C:10]#[CH:11].[Cl:12][c:13]1[cH:14][n:15][cH:16][c:17]([Cl:40])[c:18]1[CH2:19][c:20]1[n:21][n:22][cH:23][c:24]2[c:25]([O:32][S:33]([C:34]([F:35])([F:36])[F:37])(=[O:38])=[O:39])[c:26]([O:30][CH3:31])[cH:27][cH:28][c:29]12.[Cu:51][I:52]>>[CH3:1][O:2][CH2:3][CH2:4][O:5][CH2:6][CH2:7][O:8][CH2:9][C:10]#[C:11][c:25]1[c:24]2[cH:23][n:22][n:21][c:20]([CH2:19][c:18]3[c:13]([Cl:12])[cH:14][n:15][cH:16][c:17]3[Cl:40])[c:29]2[cH:28][cH:27][c:26]1[O:30][CH3:31].